Dataset: the Open Reaction Database (ORD), a public repository of structured organic reaction records. Task: describe an organic reaction: reactants, conditions, products, and yield Starting materials: CCOC(=O)CBr, C1CCOC1, COc1cc(NS(=O)(=O)N2CCNCC2)nc(SCc2cccc(F)c2F)n1, [H-], [Na+], O=C([O-])C(F)(F)F, O. The product is CCOC(=O)CN1CCN(S(=O)(=O)Nc2cc(OC)nc(SCc3cccc(F)c3F)n2)CC1. RXN SMILES: [Br:38][CH2:39][C:40](=[O:41])[O:42][CH2:43][CH3:44].[CH2:45]1[O:46][CH2:47][CH2:48][CH2:49]1.[F:3][c:4]1[c:5]([CH2:11][S:12][c:13]2[n:14][c:15]([O:29][CH3:30])[cH:16][c:17]([NH:19][S:20](=[O:21])(=[O:22])[N:23]3[CH2:24][CH2:25][NH:26][CH2:27][CH2:28]3)[n:18]2)[cH:6][cH:7][cH:8][c:9]1[F:10].[H-:1].[Na+:2].[O-:31][C:32]([C:33]([F:34])([F:35])[F:36])=[O:37].[OH2:50]>>[F:3][c:4]1[c:5]([CH2:11][S:12][c:13]2[n:14][c:15]([O:29][CH3:30])[cH:16][c:17]([NH:19][S:20](=[O:21])(=[O:22])[N:23]3[CH2:24][CH2:25][N:26]([CH2:39][C:40](=[O:41])[O:42][CH2:43][CH3:44])[CH2:27][CH2:28]3)[n:18]2)[cH:6][cH:7][cH:8][c:9]1[F:10]. Reactants: C(C=CC1=CC=CC=C1)(=O)OC (methyl cinnamate), [OH-].[Na+] (sodium hydroxide). The solvent is O (water). The product is C(C=CC1=CC=CC=C1)(=O)[O-].[Na+] (sodium cinnamate). Reaction SMILES: [C:1]([O:11]C)(=[O:10])[CH:2]=[CH:3][C:4]1[CH:9]=[CH:8][CH:7]=[CH:6][CH:5]=1.[OH-].[Na+:14]>O>[C:1]([O-:11])(=[O:10])[CH:2]=[CH:3][C:4]1[CH:5]=[CH:6][CH:7]=[CH:8][CH:9]=1.[Na+:14] |f:1.2,4.5|. Procedure: A separable flask equipped with a stirrer was charged with 16.2 grams (0.10 mol) of methyl cinnamate, and a solution of 4.3 grams of 97 wt. % sodium hydroxide in 200 grams of water, and the mixture was reacted at 80° C. for 15 minutes with vigorous stirring. The aqueous alkaline solution of sodium cinnamate thus obtained was added slowly under stirring with 200 ml of aqueous sulfuric acid solution containing 0.056 mol of sulfuric acid. The formed suspension had pH of approximately 1.5 after cool... Reactants: NC1=C(C=C(C=2C(C3=CC=CC=C3C(C12)=O)=O)Br)S(=O)(=O)O (1-Amino-4-bromoanthraquinone-2-sulfonic acid), C(C)(=O)NCCNC1=C(C=C(N)C=C1)S(=O)(=O)O (4-(β-acetylaminoethylamino)aniline-3-sulfonic acid), Cl (hydrochloric acid). The reagents and catalysts are cuprous chloride. Yields the product C1=CC=CC=2C(C3=CC=CC=C3C(C12)=O)=O (anthraquinone), ( 2 ). Reaction SMILES: N[C:2]1[C:15]2[C:14](=[O:16])[C:13]3[C:8](=[CH:9][CH:10]=[CH:11][CH:12]=3)[C:7](=[O:17])[C:6]=2[C:5](Br)=[CH:4][C:3]=1S(O)(=O)=O.C(NCCNC1C=CC(N)=CC=1S(O)(=O)=O)(=O)C.Cl>>[CH:9]1[C:8]2[C:7](=[O:17])[C:6]3[C:15](=[CH:2][CH:3]=[CH:4][CH:5]=3)[C:14](=[O:16])[C:13]=2[CH:12]=[CH:11][CH:10]=1. Procedure details: 1-Amino-4-bromoanthraquinone-2-sulfonic acid and 4-(β-acetylaminoethylamino)aniline-3-sulfonic acid were subjected to Ullmann condensation in the presence of cuprous chloride as a catalyst, followed by hydrolysis of the acetyl group under an acid condition of hydrochloric acid, thereby obtaining an anthraquinone intermediate compound of the following formula (2) in the free acid form. ##STR244## Starting materials: N(N)C(=O)OCC (ethyl hydrazinoformate), C([O-])([O-])=O.[Na+].[Na+] (sodium carbonate), [Cl-].CN(C(=[N+](C)C)Cl)C (tetramethylchloroformamidinium chloride), O.NN (hydrazine hydrate), CNC (dimethylamine). Run in C1(=CC=CC=C1)O (phenol), C1(=CC=CC=C1)O (phenol), CN(C=O)C (dimethyl formamide), C1(=CC=CC=C1)O (phenol). Product: 49g, NN1C(NN=C1N(C)C)=O (4-amino-5-dimethylamino-2,4-dihydro-3H-1,2,4-triazol-3-one). The yield is 34.0%. RXN SMILES: [NH:1]([C:3]([O:5]CC)=O)[NH2:2].C(=O)([O-])[O-].[Na+].[Na+].[Cl-].[CH3:15][N:16]([CH3:22])[C:17](Cl)=[N+:18](C)C.O.NN.C[NH:27]C>C1(O)C=CC=CC=1.CN(C)C=O>[NH2:27][N:18]1[C:17]([N:16]([CH3:22])[CH3:15])=[N:2][NH:1][C:3]1=[O:5] |f:1.2.3,4.5,6.7|. Reported procedure: A mixture of 104 g (1 mol) of ethyl hydrazinoformate, 200 g of phenol, 50 ml of dimethyl formamide and 106 g (1 mol) of sodium carbonate is initially introduced under a water-jet vacuum and a solution of 171 g (1 mol) of tetramethylchloroformamidinium chloride in 200 g of phenol is added in such a manner that a temperature of 40° C. is not exceeded, water being gradually distilled off. Then the mixture is heated slowly, 55 g (1.1 mol) of hydrazine hydrate are added at 80° C. and the mixture is h...